Task: describe an organic reaction: reactants, conditions, products, and yield. Dataset: the Open Reaction Database (ORD), a public repository of structured organic reaction records The reactants are B, COc1cc(C=O)cc(OC)c1OC, CO, CC(N)C(O)c1ccc(O)c(NS(C)(=O)=O)c1, c1ccncc1. Product: COc1cc(CNC(C)C(O)c2ccc(O)c(NS(C)(=O)=O)c2)cc(OC)c1OC. As a reaction SMILES: [BH3:7].[CH3:25][O:26][c:27]1[cH:28][c:29]([CH:30]=[O:31])[cH:32][c:33]([O:37][CH3:38])[c:34]1[O:35][CH3:36].[CH3:39][OH:40].[NH2:8][CH:9]([CH:10]([OH:11])[c:12]1[cH:13][cH:14][c:15]([OH:23])[c:16]([NH:18][S:19](=[O:20])(=[O:21])[CH3:22])[cH:17]1)[CH3:24].[n:1]1[cH:2][cH:3][cH:4][cH:5][cH:6]1>>[NH:8]([CH:9]([CH:10]([OH:11])[c:12]1[cH:13][cH:14][c:15]([OH:23])[c:16]([NH:18][S:19](=[O:20])(=[O:21])[CH3:22])[cH:17]1)[CH3:24])[CH2:30][c:29]1[cH:28][c:27]([O:26][CH3:25])[c:34]([O:35][CH3:36])[c:33]([O:37][CH3:38])[cH:32]1. The reactants are Nc1ccccc1, O=C1OC(=O)c2ccccc21, O. The product is O=C1c2ccccc2C(=O)N1c1ccccc1. RXN SMILES: [NH2:12][c:13]1[cH:14][cH:15][cH:16][cH:17][cH:18]1.[O:1]=[C:2]1[O:3][C:4](=[O:5])[c:6]2[cH:7][cH:8][cH:9][cH:10][c:11]21.[OH2:19]>>[C:2]1(=[O:3])[c:11]2[c:6]([cH:7][cH:8][cH:9][cH:10]2)[C:4](=[O:5])[N:12]1[c:13]1[cH:14][cH:15][cH:16][cH:17][cH:18]1.